Dataset: the Open Reaction Database (ORD), a public repository of structured organic reaction records. Task: describe an organic reaction: reactants, conditions, products, and yield The reactants are P(Cl)(Cl)(Cl)(Cl)Cl (phosphorous pentachloride), Cl.COC([C@@H](N)CO)=O (L-serine methyl ester hydrochloride). Run in C(Cl)Cl (methylene chloride), petroleum ether. Conditions: time 2.5 hour. Yields the product Cl.COC([C@@H](N)CCl)=O (β-chloroalanine methyl ester hydrochloride). Yield: 90.7%. RXN SMILES: P(Cl)(Cl)(Cl)(Cl)[Cl:2].[ClH:7].[CH3:8][O:9][C:10](=[O:15])[C@H:11]([CH2:13]O)[NH2:12]>C(Cl)Cl>[ClH:2].[CH3:8][O:9][C:10](=[O:15])[C@H:11]([CH2:13][Cl:7])[NH2:12] |f:1.2,4.5|. Procedure: To a stirred suspension of 104 g of phosphorous pentachloride in 550 ml of methylene chloride at -10° C., is added 70 g of L-serine methyl ester hydrochloride, in approximately 5 g portions, over a period of 40 minutes while the temperature is maintained between -10 and 0° C. The reaction mixture is then allowed to warm to room temperature with stirring. Stirring is continued for 2-3 hours and the mixture is then poured into 550 ml of stirred petroleum ether. The resultant mixture is filtered an... Reactants: O (water), [Na] (sodium), C(#N)C=1C(NN=C(C1C1=CC=CC=C1)C1=CC=CC=C1)=O (4-cyano-5,6-diphenyl-3-(2H)-pyridazinone), CN(C(=O)Cl)C (dimethylcarbamyl chloride). The solvent is CN(C=O)C (dimethylformamide). Conditions: temperature 110 celsius. Product: CN(C(=O)N1N=C(C(=C(C1=O)C#N)C1=CC=CC=C1)C1=CC=CC=C1)C (2-(N,N-dimethylcarbamyl)-4-cyano-5,6-diphenyl-3-(2H)-pyridazinone). RXN SMILES: [Na].[C:2]([C:4]1[C:5](=[O:22])[NH:6][N:7]=[C:8]([C:16]2[CH:21]=[CH:20][CH:19]=[CH:18][CH:17]=2)[C:9]=1[C:10]1[CH:15]=[CH:14][CH:13]=[CH:12][CH:11]=1)#[N:3].[CH3:23][N:24]([CH3:28])[C:25](Cl)=[O:26].O>CN(C)C=O>[CH3:23][N:24]([CH3:28])[C:25]([N:6]1[C:5](=[O:22])[C:4]([C:2]#[N:3])=[C:9]([C:10]2[CH:15]=[CH:14][CH:13]=[CH:12][CH:11]=2)[C:8]([C:16]2[CH:21]=[CH:20][CH:19]=[CH:18][CH:17]=2)=[N:7]1)=[O:26] |^1:0|. Procedure details: 5.0 grams (0.016 mole) of the sodium salt of 4-cyano-5,6-diphenyl-3-(2H)-pyridazinone was reacted with 1.83 grams (0.017 mole) of dimethylcarbamyl chloride in 50 mls of dimethylformamide. This solution was heated 110° C. for 3 hours, cooled, and poured into excess water. The precipitant solid was filtered, washed with water and air dried. This solid was taken up in chloroform, dried over sodium sulfate and the solvent distilled at reduced pressure. The residual solid was recrystallized from ethy... Conditions: temperature 60 celsius, time 45 hour. Starting materials: ClCC1=C(C=CC=C1)\C(\C(=O)NC)=N/OC ((E)-2-(2-chloromethylphenyl)-2-methoxyimino-N-methylacetamide), CC1=C(C=C(C=C1)C)O (2,5-dimethylphenol), C([O-])([O-])=O.[K+].[K+] (potassium carbonate), CC(=O)C (acetone). Reported procedure: A mixture of (E)-2-(2-chloromethylphenyl)-2-methoxyimino-N-methylacetamide (500 mg), 2,5-dimethylphenol (700 mg), potassium carbonate (700 mg) and acetone (5.0 ml) was stirred in a sealed tube at 60° C. for 45 hours. After the mixture was cooled by allowing it to stand, ethyl acetate was added thereto. The mixture was washed successively with water and saturated brine. The organic layer was dried over anhydrous sodium sulfate and concentrated to dryness under reduced pressure. The resulting resi... As a reaction SMILES: Cl[CH2:2][C:3]1[CH:8]=[CH:7][CH:6]=[CH:5][C:4]=1/[C:9](=[N:14]\[O:15][CH3:16])/[C:10]([NH:12][CH3:13])=[O:11].[CH3:17][C:18]1[CH:23]=[CH:22][C:21]([CH3:24])=[CH:20][C:19]=1[OH:25].C(=O)([O-])[O-].[K+].[K+].CC(C)=O>C(OCC)(=O)C>[CH3:16][O:15]/[N:14]=[C:9](\[C:4]1[CH:5]=[CH:6][CH:7]=[CH:8][C:3]=1[CH2:2][O:25][C:19]1[CH:20]=[C:21]([CH3:24])[CH:22]=[CH:23][C:18]=1[CH3:17])/[C:10]([NH:12][CH3:13])=[O:11] |f:2.3.4|. Product: CO\N=C(\C(=O)NC)/C1=C(C=CC=C1)COC1=C(C=CC(=C1)C)C ((E)-2-methoxyimino-2-(2-(2,5-dimethylphenoxymethyl)phenyl)-N-methylacetamide). The yield is 53.1%. Solvent: C(C)(=O)OCC (ethyl acetate).